This data is from the Open Reaction Database (ORD), a public repository of structured organic reaction records. The task is: describe an organic reaction: reactants, conditions, products, and yield Starting materials: C(C)OC(=O)C=1C=C2C(=C(NC2=CC1)C1=CC(=CC(=C1)C)C)CCN (3-(2-aminoethyl)-2-(3,5-dimethylphenyl)-1H-indole-5-carboxylic acid ethyl ester), N1=CC=C(C=C1)CCCC=O (4-(pyridin-4-yl)butyraldehyde), S(=O)(=O)([O-])[O-].[Mg+2] (magnesium sulfate), [Na] (sodium). Run at temperature -10 celsius. The product is C(C)OC(=O)C=1C=C2C(=C(NC2=CC1)C1=CC(=CC(=C1)C)C)CCNCCCCC1=CC=NC=C1 (2-(3,5-dimethylphenyl)-3-[2-[4-(pyridin-4-yl)butylamino]-ethyl]-1H-indole-5-carboxylic acid ethyl ester). Yield: 50.3%. As a reaction SMILES: [CH2:1]([O:3][C:4]([C:6]1[CH:7]=[C:8]2[C:12](=[CH:13][CH:14]=1)[NH:11][C:10]([C:15]1[CH:20]=[C:19]([CH3:21])[CH:18]=[C:17]([CH3:22])[CH:16]=1)=[C:9]2[CH2:23][CH2:24][NH2:25])=[O:5])[CH3:2].[N:26]1[CH:31]=[CH:30][C:29]([CH2:32][CH2:33][CH2:34][CH:35]=O)=[CH:28][CH:27]=1.S([O-])([O-])(=O)=O.[Mg+2].[Na]>>[CH2:1]([O:3][C:4]([C:6]1[CH:7]=[C:8]2[C:12](=[CH:13][CH:14]=1)[NH:11][C:10]([C:15]1[CH:16]=[C:17]([CH3:22])[CH:18]=[C:19]([CH3:21])[CH:20]=1)=[C:9]2[CH2:23][CH2:24][NH:25][CH2:35][CH2:34][CH2:33][CH2:32][C:29]1[CH:30]=[CH:31][N:26]=[CH:27][CH:28]=1)=[O:5])[CH3:2] |f:2.3,^1:42|. Procedure: To a dry flask were added 5.0 g (14.9 mmol) of 3-(2-aminoethyl)-2-(3,5-dimethylphenyl)-1H-indole-5-carboxylic acid ethyl ester, 1.98 g (13.5 mmol) of 4-(pyridin-4-yl)butyraldehyde (diluted with 0.5 mL of CDCl3), 8.12 g (67.7 mmol) of anhydrous magnesium sulfate, and a magnetic stirring bar. The flask was purged with nitrogen, cooled to −10° C., and stirred as 11.5 mL of dry CDCl3 was introduced gradually by syringe. The mixture was stirred under nitrogen for about 20 minutes. Next, the septum wa... The reactants are C1CCOC1, O=C(Cl)c1ccc(Cl)cc1, NCC(Cc1ccccc1)C(=O)N1CCN(c2ccc(Cl)c(Cl)c2)CC1. Yields the product O=C(NCC(Cc1ccccc1)C(=O)N1CCN(c2ccc(Cl)c(Cl)c2)CC1)c1ccc(Cl)cc1. As a reaction SMILES: [CH2:37]1[O:38][CH2:39][CH2:40][CH2:41]1.[Cl:27][C:28](=[O:29])[c:30]1[cH:31][cH:32][c:33]([Cl:34])[cH:35][cH:36]1.[NH2:1][CH2:2][CH:3]([C:4](=[O:5])[N:6]1[CH2:7][CH2:8][N:9]([c:12]2[cH:13][c:14]([Cl:19])[c:15]([Cl:18])[cH:16][cH:17]2)[CH2:10][CH2:11]1)[CH2:20][c:21]1[cH:22][cH:23][cH:24][cH:25][cH:26]1>>[NH:1]([CH2:2][CH:3]([C:4](=[O:5])[N:6]1[CH2:7][CH2:8][N:9]([c:12]2[cH:13][c:14]([Cl:19])[c:15]([Cl:18])[cH:16][cH:17]2)[CH2:10][CH2:11]1)[CH2:20][c:21]1[cH:22][cH:23][cH:24][cH:25][cH:26]1)[C:28](=[O:29])[c:30]1[cH:31][cH:32][c:33]([Cl:34])[cH:35][cH:36]1.